This data is from the Open Reaction Database (ORD), a public repository of structured organic reaction records. The task is: describe an organic reaction: reactants, conditions, products, and yield Starting materials: CC(C)CCO, Nc1nc(Cl)nc2ccccc12, NCCCCCCNS(=O)(=O)c1cccc2ccccc12. The product is Nc1nc(NCCCCCCNS(=O)(=O)c2cccc3ccccc23)nc2ccccc12. As a reaction SMILES: [CH2:34]([OH:35])[CH2:36][CH:37]([CH3:38])[CH3:39].[Cl:22][c:23]1[n:24][c:25]2[cH:26][cH:27][cH:28][cH:29][c:30]2[c:31]([NH2:33])[n:32]1.[NH2:1][CH2:2][CH2:3][CH2:4][CH2:5][CH2:6][CH2:7][NH:8][S:9](=[O:10])(=[O:11])[c:12]1[cH:13][cH:14][cH:15][c:16]2[cH:17][cH:18][cH:19][cH:20][c:21]12>>[NH:1]([CH2:2][CH2:3][CH2:4][CH2:5][CH2:6][CH2:7][NH:8][S:9](=[O:10])(=[O:11])[c:12]1[cH:13][cH:14][cH:15][c:16]2[cH:17][cH:18][cH:19][cH:20][c:21]12)[c:23]1[n:24][c:25]2[cH:26][cH:27][cH:28][cH:29][c:30]2[c:31]([NH2:33])[n:32]1. The reactants are C(C=C)OC[C@@H](C(=O)OC)NC(=O)OC(C)(C)C ((S)-methyl 3-(allyloxy)-2-(tert-butoxycarbonylamino)propanoate), BrCC=C (3-bromoprop-1-ene), Ag2O. The solvent is C(Cl)Cl (DCM). Run at time 3 hour. The product is C(C=C)OC[C@@H](C(=O)O)NC(=O)OC(C)(C)C ((S)-3-(allyloxy)-2-(tert-butoxycarbonylamino)propanoic acid). RXN SMILES: [CH2:1]([O:4][CH2:5][C@H:6]([NH:11][C:12]([O:14][C:15]([CH3:18])([CH3:17])[CH3:16])=[O:13])[C:7]([O:9]C)=[O:8])[CH:2]=[CH2:3].BrCC=C>C(Cl)Cl>[CH2:1]([O:4][CH2:5][C@H:6]([NH:11][C:12]([O:14][C:15]([CH3:18])([CH3:17])[CH3:16])=[O:13])[C:7]([OH:9])=[O:8])[CH:2]=[CH2:3]. Procedure details: (S)-methyl 3-(allyloxy)-2-(tert-butoxycarbonylamino)propanoate (200 mg, 0.91 mmol) and 3-bromoprop-1-ene (552 mg, 4.56 mmol) were dissolved in DCM (10 mL). Then Ag2O (654 mg, 2.74 mmol) was added at the room temperature. After stirring for 3 hours, the mixture was filtered, concentrated and purified by flash column chromatography to give the title compound A6-1 (149 mg, 63.1%) as light yellow oil. Reactants: N1=C2C(=NO1)C=C(C=C2)C2=C(C=C(C=C2)N(C)C)OC ((4-benzo[1,2,5]oxadiazol-5-yl-3-methoxy-phenyl)-dimethyl-amine), [Al](Br)(Br)Br (AlBr3). Solvent: C(Cl)Cl (CH2Cl2). Conditions: time 19 hour. The product is N1=C2C(=NO1)C=C(C=C2)C2=C(C=C(C=C2)N(C)C)O (2Benzo[1,2,5]oxadiazol-5-yl-5-dimethylamino-phenol). As a reaction SMILES: [N:1]1[O:5][N:4]=[C:3]2[CH:6]=[C:7]([C:10]3[CH:15]=[CH:14][C:13]([N:16]([CH3:18])[CH3:17])=[CH:12][C:11]=3[O:19]C)[CH:8]=[CH:9][C:2]=12.[Al](Br)(Br)Br>C(Cl)Cl>[N:1]1[O:5][N:4]=[C:3]2[CH:6]=[C:7]([C:10]3[CH:15]=[CH:14][C:13]([N:16]([CH3:17])[CH3:18])=[CH:12][C:11]=3[OH:19])[CH:8]=[CH:9][C:2]=12. Reported procedure: 140 mg (0.52 mmol) of (4-benzo[1,2,5]oxadiazol-5-yl-3-methoxy-phenyl)-dimethyl-amine are stirred at −10 to 0° C. in 1.7 mL of CH2Cl2, then over 5 minutes treated with 1.7 mL AlBr3 (1.0 M solution in CH2Br2, 3.3 eq.) and stirred another 19 h under warming to rt. Then, the mixture is extracted with brine/ethyl acetate, the combined organic layers dried with sodium sulfate and concentrated. The crude product is column chromatographed with ethyl acetate/hexanes 1:4 to yield after evaporation of the ...